The task is: describe an organic reaction: reactants, conditions, products, and yield. This data is from the Open Reaction Database (ORD), a public repository of structured organic reaction records. Starting materials: CC(C)N1CCN(C(=O)c2nc(N3CCN(c4ncccc4C(F)(F)F)CC3)n(COCC[Si](C)(C)C)c2-c2ccc(C(F)(F)F)cc2)CC1, O=C(O)C(F)(F)F. The product is CC(C)N1CCN(C(=O)c2nc(N3CCN(c4ncccc4C(F)(F)F)CC3)[nH]c2-c2ccc(C(F)(F)F)cc2)CC1. RXN SMILES: [CH:1]([CH3:2])([CH3:3])[N:4]1[CH2:5][CH2:6][N:7]([C:10](=[O:11])[c:12]2[n:13][c:14]([N:35]3[CH2:36][CH2:37][N:38]([c:41]4[n:42][cH:43][cH:44][cH:45][c:46]4[C:47]([F:48])([F:49])[F:50])[CH2:39][CH2:40]3)[n:15]([CH2:27][O:28][CH2:29][CH2:30][Si:31]([CH3:32])([CH3:33])[CH3:34])[c:16]2-[c:17]2[cH:18][cH:19][c:20]([C:23]([F:24])([F:25])[F:26])[cH:21][cH:22]2)[CH2:8][CH2:9]1.[F:51][C:52]([F:53])([F:54])[C:55]([OH:56])=[O:57]>>[CH:1]([CH3:2])([CH3:3])[N:4]1[CH2:5][CH2:6][N:7]([C:10](=[O:11])[c:12]2[n:13][c:14]([N:35]3[CH2:36][CH2:37][N:38]([c:41]4[n:42][cH:43][cH:44][cH:45][c:46]4[C:47]([F:48])([F:49])[F:50])[CH2:39][CH2:40]3)[nH:15][c:16]2-[c:17]2[cH:18][cH:19][c:20]([C:23]([F:24])([F:25])[F:26])[cH:21][cH:22]2)[CH2:8][CH2:9]1. The reactants are Cl (hydrochloric acid), O (water), C(C)NO (ethylhydroxylamine), C([O-])([O-])=O.[K+].[K+] (potassium carbonate), CC=1C(=CC=C2C(CCSC12)=O)C(=O)O (8-methylthiochroman-4-one-7-carboxylic acid). Solvent: CO (methanol). Run at temperature 20 celsius, time 10 day. Product: CC=1C(=CC=C2C(CCS(C12)(=O)=O)OCC)C(=O)O (8-methyl-4-ethoxy-1,1-dioxothiochroman-7-carboxylic acid). Reaction SMILES: [CH2:1](NO)[CH3:2].C(=O)([O-])[O-:6].[K+].[K+].[CH3:11][C:12]1[C:13]([C:23]([OH:25])=[O:24])=[CH:14][CH:15]=[C:16]2[C:21]=1[S:20][CH2:19][CH2:18][C:17]2=[O:22].Cl.[OH2:27]>CO>[CH3:11][C:12]1[C:13]([C:23]([OH:25])=[O:24])=[CH:14][CH:15]=[C:16]2[C:21]=1[S:20](=[O:6])(=[O:27])[CH2:19][CH2:18][CH:17]2[O:22][CH2:1][CH3:2] |f:1.2.3|. Procedure: 0.88 g (9 mmol) of ethylhydroxylamine is initially introduced in 20 ml of methanol. 0.62 g (4.5 mmol) of potassium carbonate is then added, followed by 2.0 g (9 mmol) of 8-methylthiochroman-4-one-7-carboxylic acid. The reaction is stirred at about 20° C. for 10 days. It is worked up by addition of water and 2N hydrochloric acid, and the resulting precipitate is filtered of f with suction and dried. Starting materials: C([O-])([O-])=O.[K+].[K+] (Potassium carbonate), N[C@@H]1C[C@@H](CC1)C(=O)OC ((1R,3S)-methyl 3-aminocyclopentanecarboxylate), C(C1=CC=CC=C1)Br (Benzyl bromide). The solvent is CO (MeOH). Run at time 1 hour. Yields the product C(C1=CC=CC=C1)N[C@@H]1C[C@@H](CC1)C(=O)OC ((1R,3S)-methyl 3-(benzylamino)cyclopentanecarboxylate). Isolated yield 42.9%. Reaction SMILES: C(=O)([O-])[O-].[K+].[K+].[NH2:7][C@H:8]1[CH2:12][CH2:11][C@@H:10]([C:13]([O:15][CH3:16])=[O:14])[CH2:9]1.[CH2:17](Br)[C:18]1[CH:23]=[CH:22][CH:21]=[CH:20][CH:19]=1>CO>[CH2:17]([NH:7][C@H:8]1[CH2:12][CH2:11][C@@H:10]([C:13]([O:15][CH3:16])=[O:14])[CH2:9]1)[C:18]1[CH:23]=[CH:22][CH:21]=[CH:20][CH:19]=1 |f:0.1.2|. Procedure: Potassium carbonate (462 mg, 3.30 mmol) was added to a solution of (1R,3S)-methyl 3-aminocyclopentanecarboxylate (400 mg, 2.22 mmol) in MeOH (10 ml) and stirred for 1 h. Benzyl bromide (0.2 ml, 1.8 mmol) was added to the reaction mixture and stirred for 15 h at 60-65° C. The reaction mixture was concentrated and the resulting residue was partitioned between water and CHCl3. The organic layer was separated and washed with water, brine solution, dried over anhydrous sodium sulfate, filtered and co... The reactants are BrC=1N=CN(C1)C(C)C (4-Bromo-1-isopropyl-1H-imidazole), CC1(OB(OC1(C)C)C=1C=CC2=C(C[C@H]3CC[C@@H](C2)[C@@]32NS(N(C2)CC(F)(F)F)(=O)=O)C1)C ([6S,9R,11R]2′,3′,4′,5,5′,6,7,8,9,10-Decahydro-2-(4,4,5,5-tetramethyl-[1,3,2]-dioxaborolan-2-yl)-5′-(2,2,2-trifluoroethyl)spiro[6,9-methanobenzocyclooctene-11,3′-[1,2,5]thiadiazole]1′,1′-dioxide). Product: C(C)(C)N1C=NC(=C1)C=1C=CC2=C(C[C@H]3CC[C@@H](C2)[C@@]32NS(N(C2)CC(F)(F)F)(=O)=O)C1 ([6S,9R,11R]2′,3′,4′,5,5′,6,7,8,9,10-Decahydro-2-(1-isopropylimidazol-4-yl)-5′-(2,2,2-trifluoroethyl)-spiro[6,9-methanobenzocyclooctene-11,3′-[1,2,5]thiadiazole]1′,1′-dioxide). Reaction SMILES: Br[C:2]1[N:3]=[CH:4][N:5]([CH:7]([CH3:9])[CH3:8])[CH:6]=1.CC1(C)C(C)(C)OB([C:18]2[CH:19]=[CH:20][C:21]3[CH2:28][C@H:27]4[C@:29]5([CH2:33][N:32]([CH2:34][C:35]([F:38])([F:37])[F:36])[S:31](=[O:40])(=[O:39])[NH:30]5)[C@H:24]([CH2:25][CH2:26]4)[CH2:23][C:22]=3[CH:41]=2)O1>>[CH:7]([N:5]1[CH:6]=[C:2]([C:18]2[CH:19]=[CH:20][C:21]3[CH2:28][C@H:27]4[C@:29]5([CH2:33][N:32]([CH2:34][C:35]([F:38])([F:37])[F:36])[S:31](=[O:39])(=[O:40])[NH:30]5)[C@H:24]([CH2:25][CH2:26]4)[CH2:23][C:22]=3[CH:41]=2)[N:3]=[CH:4]1)([CH3:9])[CH3:8]. Reported procedure: Prepared from 4-bromo-1-isopropyl-1H-imidazole (Step 1) and homochiral boronate from Example 24 Step 1 by the procedure described for Example 76 Step 2. Starting materials: C(CCC)[Li] (n-butyl lithium), CN1N=C(N=C1)C1=CC=CC=C1 (1-methyl-3-phenyl-1H-1,2,4-triazole), FC1=C(C=O)C=C(C=C1)C1(OCCO1)C (2-fluoro-5-(2-methyl-1,3-dioxolan-2-yl)benzaldehyde). Solvent: C1CCOC1 (THF), C1CCOC1 (THF). Reaction conditions: temperature 23 celsius, time 30 minute. The product is FC1=C(C=C(C=C1)C1(OCCO1)C)C(O)C=1N(N=C(N1)C1=CC=CC=C1)C ((2-fluoro-5-(2-methyl-1,3-dioxolan-2-yl)phenyl)(2-methyl-5-phenyl-2H-1,2,4-triazol-3-yl)methanol). The yield is 99.1%. RXN SMILES: [CH3:1][N:2]1[CH:6]=[N:5][C:4]([C:7]2[CH:12]=[CH:11][CH:10]=[CH:9][CH:8]=2)=[N:3]1.C([Li])CCC.[F:18][C:19]1[CH:26]=[CH:25][C:24]([C:27]2([CH3:32])[O:31][CH2:30][CH2:29][O:28]2)=[CH:23][C:20]=1[CH:21]=[O:22]>C1COCC1>[F:18][C:19]1[CH:26]=[CH:25][C:24]([C:27]2([CH3:32])[O:28][CH2:29][CH2:30][O:31]2)=[CH:23][C:20]=1[CH:21]([C:6]1[N:2]([CH3:1])[N:3]=[C:4]([C:7]2[CH:8]=[CH:9][CH:10]=[CH:11][CH:12]=2)[N:5]=1)[OH:22]. Reported procedure: To a solution of 1-methyl-3-phenyl-1H-1,2,4-triazole (1.56 g, 9.83 mmol) in THF (50 mL) cooled to −78° C. was added 1.6 M n-butyl lithium (6.76 ml, 10.8 mmol) drop-wise and stirred for 30 min. Next a solution of Intermediate 416.2 (2.46 g, 11.8 mmol) in THF (15 mL) was added drop-wise and stirred for 5 min before allowing the mixture to warm to 23° C. The reaction mixture was quenched with aqueous NH4Cl and extracted with EtOAc (3×50 mL). The organic layer was washed with H2O, brine, dried (Na2S... The reactants are FC(CC1=CC=C(C=C1)C1CN(CC(C1)C1=NC(=NO1)CCOC)C(=O)OC1=CC=C(C=C1)[N+](=O)[O-])F (4-Nitrophenyl 3-[4-(2,2-difluoroethyl)phenyl]-5-[3-(2-methoxyethyl)-1,2,4-oxadiazol-5-yl]piperidine-1-carboxylate), N1CCSCC1 (thiomorpholine), C(C)(C)N(C(C)C)CC (N,N-diisopropylethylamine). Solvent: CN1C(CCC1)=O (1-methyl-2-pyrrolidone). Reaction conditions: temperature 150 celsius. The product is FC(CC1=CC=C(C=C1)C1CN(CC(C1)C1=NC(=NO1)CCOC)C(=O)N1CCSCC1)F ({3-[4-(2,2-Difluoroethyl)phenyl]-5-[3-(2-methoxyethyl)-1,2,4-oxadiazol-5-yl]piperidin-1-yl}(thiomorpholin-4-yl)methanone). As a reaction SMILES: [F:1][CH:2]([F:37])[CH2:3][C:4]1[CH:9]=[CH:8][C:7]([CH:10]2[CH2:15][CH:14]([C:16]3[O:20][N:19]=[C:18]([CH2:21][CH2:22][O:23][CH3:24])[N:17]=3)[CH2:13][N:12]([C:25](OC3C=CC([N+]([O-])=O)=CC=3)=[O:26])[CH2:11]2)=[CH:6][CH:5]=1.[NH:38]1[CH2:43][CH2:42][S:41][CH2:40][CH2:39]1.C(N(CC)C(C)C)(C)C>CN1CCCC1=O>[F:1][CH:2]([F:37])[CH2:3][C:4]1[CH:9]=[CH:8][C:7]([CH:10]2[CH2:15][CH:14]([C:16]3[O:20][N:19]=[C:18]([CH2:21][CH2:22][O:23][CH3:24])[N:17]=3)[CH2:13][N:12]([C:25]([N:38]3[CH2:43][CH2:42][S:41][CH2:40][CH2:39]3)=[O:26])[CH2:11]2)=[CH:6][CH:5]=1. Procedure: A solution of 56.0 mg (0.065 mmol, purity 60%) of the compound from Example 62A in 1-methyl-2-pyrrolidone (2.0 ml) was admixed with 37.0 μl (40.0 mg, 0.390 mmol) of thiomorpholine and 34.0 μl (25.0 mg, 0.195 mmol) of N,N-diisopropylethylamine and then heated in a single-mode microwave (Emrys Optimizer) at 150° C. for 30 min. For workup, the reaction solutions were combined and purified directly by means of preparative HPLC. Yield: 14.7 mg (47% of theory)